This data is from the Open Reaction Database (ORD), a public repository of structured organic reaction records. The task is: describe an organic reaction: reactants, conditions, products, and yield Yields the product COC(=O)C1=NC(=CN=C1N)C1OCCC1 (3-Amino-6-(tetrahydrofuran-2-yl)pyrazine-2-carboxylic acid methyl ester). Reaction SMILES: [CH3:1][O:2][C:3]([C:5]1[C:10]([NH2:11])=[N:9][CH:8]=[C:7]([C:12]2[O:13][CH:14]=[CH:15][CH:16]=2)[N:6]=1)=[O:4]>C1COCC1.[Pd]>[CH3:1][O:2][C:3]([C:5]1[C:10]([NH2:11])=[N:9][CH:8]=[C:7]([CH:12]2[CH2:16][CH2:15][CH2:14][O:13]2)[N:6]=1)=[O:4]. Isolated yield 30.8%. The reagents and catalysts are [Pd] (Pd/C). Starting materials: COC(=O)C1=NC(=CN=C1N)C=1OC=CC1 (3-amino-6-furan-2-yl-pyrazine-2-carboxylic acid methyl ester). The solvent is C1CCOC1 (THF). Reported procedure: A solution of 3-amino-6-furan-2-yl-pyrazine-2-carboxylic acid methyl ester (1.94 g, 8.9 mmol) was dissolved in THF (80 ml) and hydrogenated over night at rt in the presence of 10% Pd/C (1.0 g). The catalyst was filtered and washed with THF. The filtrate was again hydrogenated in the presence of Pd/C 10% (1.0 g) overnight. The catalyst was filtered and washed with THF. The filtrate was concentrated. The crude product was purified by column chromatography using a CH2Cl2/MeOH gradient for elution, ...